This data is from the Open Reaction Database (ORD), a public repository of structured organic reaction records. The task is: describe an organic reaction: reactants, conditions, products, and yield The reactants are Br (hydrogen bromide), C(CCC)C=1C=CC(=NC1)C=1SC(=NN1)C1=CC=C(C=C1)OC (2-(5-butyl-2-pyridyl)-5-(4-methoxyphenyl)-1,3,4-thiadiazole), solution, Br (hydrogen bromide), O (water). The solvent is C(C)(=O)O (acetic acid). Yields the product C(CCC)C=1C=CC(=NC1)C=1SC(=NN1)C1=CC=C(C=C1)O (2-(5-butyl-2-pyridyl)-5-(4-hydroxyphenyl)-1,3,4-thiadiazole). Yield: 32.5%. As a reaction SMILES: [CH2:1]([C:5]1[CH:6]=[CH:7][C:8]([C:11]2[S:12][C:13]([C:16]3[CH:21]=[CH:20][C:19]([O:22]C)=[CH:18][CH:17]=3)=[N:14][N:15]=2)=[N:9][CH:10]=1)[CH2:2][CH2:3][CH3:4].Br.O>C(O)(=O)C>[CH2:1]([C:5]1[CH:6]=[CH:7][C:8]([C:11]2[S:12][C:13]([C:16]3[CH:17]=[CH:18][C:19]([OH:22])=[CH:20][CH:21]=3)=[N:14][N:15]=2)=[N:9][CH:10]=1)[CH2:2][CH2:3][CH3:4]. Procedure details: To 9.0 g of 2-(5-butyl-2-pyridyl)-5-(4-methoxyphenyl)-1,3,4-thiadiazole, 90 g of a solution of hydrogen bromide in acetic acid was added, followed by heating to 100° C. for 95 hours of reaction while gaseous hydrogen bromide was bubbled. After the reaction, the reaction mixture was poured into 1 liter of water to precipitate a crystal. The crystal was washed with water and recrystallized from a mixture solvent of ethanol/water=9/1 to obtain 2.8 g of an objective product.